Dataset: the Open Reaction Database (ORD), a public repository of structured organic reaction records. Task: describe an organic reaction: reactants, conditions, products, and yield Reactants: ClC=1C=CC2=C(SC=C2)C1 (6-chlorobenzo[b]thiophene), solution, [Li]CCCC (n-BuLi), [NH4+].[Cl-] (NH4Cl), CN(C)C=O (DMF). The solvent is C1CCOC1 (THF), C1CCOC1 (THF), CCOCC (ether). Run at time 10 minute. Product: ClC=1C=CC2=C(SC(=C2)C=O)C1 (6-Chlorobenzo[b]thiophene-2-carboxaldehyde). As a reaction SMILES: [Cl:1][C:2]1[CH:3]=[CH:4][C:5]2[CH:9]=[CH:8][S:7][C:6]=2[CH:10]=1.[Li]CCCC.CN([CH:19]=[O:20])C.[NH4+].[Cl-]>C1COCC1.CCOCC>[Cl:1][C:2]1[CH:3]=[CH:4][C:5]2[CH:9]=[C:8]([CH:19]=[O:20])[S:7][C:6]=2[CH:10]=1 |f:3.4|. Reported procedure: To a solution of 6-chlorobenzo[b]thiophene (1.0 g, 5.93 mmol) in THF (60 mL) at −78° C. is added a 1.6 M solution of n-BuLi in THF (3.9 mL, 6.23 mmol). After 10 minutes, 0.5 mL of DMF is added. The solution is stirred for 0.5 hours, then allowed to warm to ambient temperature. The solution is poured into a solution of saturated NH4Cl. The solution is diluted with ether and the layers are separated. The organic layer is washed with H2O and saturated NaCl. The organic layer is dried over MgSO4, fi... Reactants: Cc1onc(-c2c(F)cccc2Cl)c1C(=O)Cl, CC(C)C(=O)Nc1cccc(C2CCN(CCCC(O)c3ccccc3)CC2)c1. Product: Cc1onc(-c2c(F)cccc2Cl)c1C(=O)OC(CCCN1CCC(c2cccc(NC(=O)C(C)C)c2)CC1)c1ccccc1. As a reaction SMILES: [Cl:30][c:31]1[c:32](-[c:38]2[n:39][o:40][c:41]([CH3:46])[c:42]2[C:43](=[O:44])[Cl:45])[c:33]([F:37])[cH:34][cH:35][cH:36]1.[OH:1][CH:2]([CH2:3][CH2:4][CH2:5][N:6]1[CH2:7][CH2:8][CH:9]([c:12]2[cH:13][c:14]([NH:18][C:19]([CH:20]([CH3:21])[CH3:22])=[O:23])[cH:15][cH:16][cH:17]2)[CH2:10][CH2:11]1)[c:24]1[cH:25][cH:26][cH:27][cH:28][cH:29]1>>[O:1]([CH:2]([CH2:3][CH2:4][CH2:5][N:6]1[CH2:7][CH2:8][CH:9]([c:12]2[cH:13][c:14]([NH:18][C:19]([CH:20]([CH3:21])[CH3:22])=[O:23])[cH:15][cH:16][cH:17]2)[CH2:10][CH2:11]1)[c:24]1[cH:25][cH:26][cH:27][cH:28][cH:29]1)[C:43]([c:42]1[c:38](-[c:32]2[c:31]([Cl:30])[cH:36][cH:35][cH:34][c:33]2[F:37])[n:39][o:40][c:41]1[CH3:46])=[O:44]. Starting materials: FC1=C(C=CC=C1)S(=O)(=O)Cl (2-fluorobenzenesulfonyl chloride), NC=1C=C(C=CC1)CCNC(CC)C(=O)OC(C)(C)C (2-(3-aminophenyl)ethyl-1-(tert-butoxycarbonyl)propylamine). Product: FC1=C(C=CC=C1)S(=O)(=O)NC=1C=C(C=CC1)CCNCCC (2-[3-(2-fluorobenzenesulfonamido)phenyl]ethyl-1-propylamine). As a reaction SMILES: [F:1][C:2]1[CH:7]=[CH:6][CH:5]=[CH:4][C:3]=1[S:8](Cl)(=[O:10])=[O:9].[NH2:12][C:13]1[CH:14]=[C:15]([CH2:19][CH2:20][NH:21][CH:22](C(OC(C)(C)C)=O)[CH2:23][CH3:24])[CH:16]=[CH:17][CH:18]=1>>[F:1][C:2]1[CH:7]=[CH:6][CH:5]=[CH:4][C:3]=1[S:8]([NH:12][C:13]1[CH:14]=[C:15]([CH2:19][CH2:20][NH:21][CH2:22][CH2:23][CH3:24])[CH:16]=[CH:17][CH:18]=1)(=[O:10])=[O:9]. Procedure details: Using procedure 4, 2-fluorobenzenesulfonyl chloride was added to 2-(3-aminophenyl)ethyl-1-(tert-butoxycarbonyl)propylamine (13) to give the title compound as a solid, m.p. 165-169° C.